Dataset: the Open Reaction Database (ORD), a public repository of structured organic reaction records. Task: describe an organic reaction: reactants, conditions, products, and yield The reactants are N[C@@H](COC(C)(C)C)C(=O)O (H-Ser(But)-OH), C(C)N1CCOCC1 (N-ethylmorpholine), N([C@@H]([C@H](OC(C)(C)C)C)C(=O)ON1C(=O)CCC1=O)C(=O)OCC1=CC=CC=C1 (Z-Thr(But)-OSu), N[C@@H](COC(C)(C)C)C(=O)O (H-Ser(But)-OH), N[C@@H](COC(C)(C)C)C(=O)O (H-Ser(But)-OH). Solvent: CN(C=O)C (dimethylformamide). Run at time 5 hour. Product: N([C@@H]([C@H](OC(C)(C)C)C)C(=O)N[C@@H](COC(C)(C)C)C(=O)O)C(=O)OCC1=CC=CC=C1 (Z-Thr(But)-Ser(But)-OH). RXN SMILES: C(N1CCOCC1)C.[NH:9]([C:28]([O:30][CH2:31][C:32]1[CH:37]=[CH:36][CH:35]=[CH:34][CH:33]=1)=[O:29])[C@H:10]([C:18]([O:20]N1C(=O)CCC1=O)=O)[C@@H:11]([CH3:17])[O:12][C:13]([CH3:16])([CH3:15])[CH3:14].[NH2:38][C@H:39]([C:46]([OH:48])=[O:47])[CH2:40][O:41][C:42]([CH3:45])([CH3:44])[CH3:43]>CN(C)C=O>[NH:9]([C:28]([O:30][CH2:31][C:32]1[CH:33]=[CH:34][CH:35]=[CH:36][CH:37]=1)=[O:29])[C@H:10]([C:18]([NH:38][C@H:39]([C:46]([OH:48])=[O:47])[CH2:40][O:41][C:42]([CH3:45])([CH3:43])[CH3:44])=[O:20])[C@@H:11]([CH3:17])[O:12][C:13]([CH3:14])([CH3:15])[CH3:16]. Reported procedure: 12.8 ml (0.1 mole) of N-ethylmorpholine and 40.6 g (0.1 mole) of Z-Thr(But)-OSu (Hoppe Seyler's Z. Physiol. Chem. 346, 60 (1966)) are added at 0° C. to a suspension of 16.1 g (0.1 mole) of H-Ser(But)-OH (Chem. Ber. 97, 2490 (1964)) in 100 ml of dimethylformamide. The mixture is then stirred for 5 hours at room temperature and is left to stand overnight at room temperature. The product is checked for the presence of H-Ser(But)-OH by thin layer chromatography. If no H-Ser(But)-OH is detectable by ... Reactants: ClC1=C(C(=CC=C1)Cl)N1C(C=CC2=C(C=C(C=C12)OC)C1=C(C=C(C=C1)F)F)=O (1-(2,6-dichlorophenyl)-5-(2,4-difluorophenyl)-7-methoxy-2(1H)-quinolinone), ClC1=C(C(=CC=C1)Cl)N1C(C=CC2=C(C=C(C=C12)OC)C1=C(C=C(C=C1)F)F)=O (1-(2,6-dichlorophenyl)-5-(2,4-difluorophenyl)-7-methoxy-2(1H)-quinolinone), ClC1=C(C(=CC=C1)Cl)N1C(CCC2=C(C=C(C=C12)O)C1=C(C=C(C=C1)F)F)=O (1-(2,6-dichlorophenyl)-5-(2,4-difluorophenyl)-3,4-dihydro-7-hydroxy-2(1H)-quinolinone). Yields the product ClC1=C(C(=CC=C1)Cl)N1C(C=CC2=C(C=C(C=C12)O)C1=C(C=C(C=C1)F)F)=O (1-(2,6-Dichlorophenyl)-5-(2,4-difluorophenyl)-7-hydroxy-2(1H)-quinolinone). As a reaction SMILES: [Cl:1][C:2]1[CH:7]=[CH:6][CH:5]=[C:4]([Cl:8])[C:3]=1[N:9]1[C:18]2[C:13](=[C:14]([C:21]3[CH:26]=[CH:25][C:24]([F:27])=[CH:23][C:22]=3[F:28])[CH:15]=[C:16]([O:19]C)[CH:17]=2)[CH:12]=[CH:11][C:10]1=[O:29].ClC1C=CC=C(Cl)C=1N1C2C(=C(C3C=CC(F)=CC=3F)C=C(O)C=2)CCC1=O>>[Cl:1][C:2]1[CH:7]=[CH:6][CH:5]=[C:4]([Cl:8])[C:3]=1[N:9]1[C:18]2[C:13](=[C:14]([C:21]3[CH:26]=[CH:25][C:24]([F:27])=[CH:23][C:22]=3[F:28])[CH:15]=[C:16]([OH:19])[CH:17]=2)[CH:12]=[CH:11][C:10]1=[O:29]. Reported procedure: 1-(2,6-Dichlorophenyl)-5-(2,4-difluorophenyl)-7-hydroxy-2(1H)-quinolinone was prepared from 1-(2,6-dichlorophenyl)-5-(2,4-difluorophenyl)-7-methoxy-2(1H)-quinolinone (INTERMEDIATE 4) by a procedure analogous to that described in INTERMEDIATE 3. Mass spectrum (ESI) 418.0 (M+1). 1H NMR (500 MHz, CDCl3): δ 7.57 (d, J=8 Hz, 1H); 7.47 (d, J=7.5 Hz, 2H); 7.33 (m, 2H); 7.02 (m, 2H); 6.96 (s, 1H); 6.52 (d, J=9.5, 1H); 6.01 (s, 1H). The reactants are O (water), BrBr (Bromine), OC=1C=C2C=CC=C(C2=CC1)C=1OC2=C(N1)C=CC(=C2)O (2-(6-hydroxy-1-naphthyl)-1,3-benzoxazol-6-ol). Solvent: C(C)(=O)O (acetic acid), C(C)(=O)O (acetic acid). Run at time 2 hour. The product is BrC1=C2C=CC=C(C2=CC=C1O)C=1OC2=C(N1)C=CC(=C2)O (2-(5-Bromo-6-hydroxy-1-naphthyl)-1,3-benzoxazol-6-ol). RXN SMILES: [Br:1]Br.[OH:3][C:4]1[CH:5]=[C:6]2[C:11](=[CH:12][CH:13]=1)[C:10]([C:14]1[O:15][C:16]3[CH:22]=[C:21]([OH:23])[CH:20]=[CH:19][C:17]=3[N:18]=1)=[CH:9][CH:8]=[CH:7]2.O>C(O)(=O)C>[Br:1][C:5]1[C:4]([OH:3])=[CH:13][CH:12]=[C:11]2[C:6]=1[CH:7]=[CH:8][CH:9]=[C:10]2[C:14]1[O:15][C:16]2[CH:22]=[C:21]([OH:23])[CH:20]=[CH:19][C:17]=2[N:18]=1. Procedure details: Bromine (86 mg, 0.54 mmol) in acetic acid (2 mL) was added dropwise into solution of 2-(6-hydroxy-1-naphthyl)-1,3-benzoxazol-6-ol (0.15 g, 0.54 mmol) and acetic acid (9 mL). The reaction mixture was stirred for 2 h, poured into water and the precipitated solid filtered and dried. The product was recrystallized from acetone/EtOAc to give a yellow solid, m.p. 221-223° C.; MS m/e 354 (M−H)+ Starting materials: CNC(=S)N1C(SCC1)C1=CC=C(C=C1)O (N-methyl-2-(4-hydroxyphenyl)thiazolidine-3-carbothioamide), ClCCOS(=O)(=O)C1=CC=C(C)C=C1 (1-chloro-2-tosyloxyethane), C([O-])([O-])=O.[K+].[K+] (potassium carbonate). The solvent is CN(C=O)C (dimethylformamide). Run at time 2 day. Yields the product CNC(=S)N1C(SCC1)C1=CC=C(C=C1)OCCCl (N-methyl-2-[4-(2-chloroethyloxy)phenyl]thiazolidine-3-carbothioamide). The yield is 49.4%. As a reaction SMILES: [CH3:1][NH:2][C:3]([N:5]1[CH2:9][CH2:8][S:7][CH:6]1[C:10]1[CH:15]=[CH:14][C:13]([OH:16])=[CH:12][CH:11]=1)=[S:4].[Cl:17][CH2:18][CH2:19]OS(C1C=CC(C)=CC=1)(=O)=O.C(=O)([O-])[O-].[K+].[K+]>CN(C)C=O>[CH3:1][NH:2][C:3]([N:5]1[CH2:9][CH2:8][S:7][CH:6]1[C:10]1[CH:15]=[CH:14][C:13]([O:16][CH2:19][CH2:18][Cl:17])=[CH:12][CH:11]=1)=[S:4] |f:2.3.4|. Reported procedure: A mixture of 5 g of N-methyl-2-(4-hydroxyphenyl)thiazolidine-3-carbothioamide, 4.6 g of 1-chloro-2-tosyloxyethane, 4 g of potassium carbonate and 20 ml of dimethylformamide is stirred at room temperature for 2 days and further stirred at 50° C. for 20 hours. The mixture is concentrated under reduced pressure to remove solvent. Water is added to the residue, and the aqueous mixture is extracted with ethyl acetate. The extract is washed with an aqueous 10% sodium hydroxide solution and water, and ...